Dataset: the Open Reaction Database (ORD), a public repository of structured organic reaction records. Task: describe an organic reaction: reactants, conditions, products, and yield Starting materials: C1(CCCC1)CN(C1=C(C=C(C=C1)C(F)(F)F)CNC1=NC=C(C=N1)OCCSC)CC (N-({2-[(cyclopentylmethyl)(ethyl)amino]-5-(trifluoromethyl)phenyl}methyl)-5-[2-(methylthio)ethoxy]pyrimidin-2-amine), [H-].[Na+] (sodium hydride), BrC(C)C1=CC(=CC(=C1)C(F)(F)F)C(F)(F)F (1-bromo-1-[3,5-bis(trifluoromethyl)phenyl]ethane), O (water). Run in O1CCCC1 (tetrahydrofuran), CN(C=O)C (N,N-dimethylformamide). Conditions: temperature 50 celsius, time 1 hour. Product: FC(C=1C=C(C=C(C1)C(F)(F)F)C(C)N(C1=NC=C(C=N1)OCCSC)CC1=C(C=CC(=C1)C(F)(F)F)N(CC)CC1CCCC1)(F)F (N-{1-[3,5-bis(trifluoromethyl)phenyl]ethyl}-N-({2-[(cyclopentylmethyl)(ethyl)amino]-5-(trifluoromethyl)phenyl}methyl)-5-[2-(methylthio)ethoxy]pyrimidin-2-amine). Yield: 90.8%. RXN SMILES: [CH:1]1([CH2:6][N:7]([CH2:31][CH3:32])[C:8]2[CH:13]=[CH:12][C:11]([C:14]([F:17])([F:16])[F:15])=[CH:10][C:9]=2[CH2:18][NH:19][C:20]2[N:25]=[CH:24][C:23]([O:26][CH2:27][CH2:28][S:29][CH3:30])=[CH:22][N:21]=2)[CH2:5][CH2:4][CH2:3][CH2:2]1.[H-].[Na+].Br[CH:36]([C:38]1[CH:43]=[C:42]([C:44]([F:47])([F:46])[F:45])[CH:41]=[C:40]([C:48]([F:51])([F:50])[F:49])[CH:39]=1)[CH3:37].O>O1CCCC1.CN(C)C=O>[F:45][C:44]([F:46])([F:47])[C:42]1[CH:43]=[C:38]([CH:36]([N:19]([CH2:18][C:9]2[CH:10]=[C:11]([C:14]([F:15])([F:16])[F:17])[CH:12]=[CH:13][C:8]=2[N:7]([CH2:6][CH:1]2[CH2:2][CH2:3][CH2:4][CH2:5]2)[CH2:31][CH3:32])[C:20]2[N:25]=[CH:24][C:23]([O:26][CH2:27][CH2:28][S:29][CH3:30])=[CH:22][N:21]=2)[CH3:37])[CH:39]=[C:40]([C:48]([F:49])([F:50])[F:51])[CH:41]=1 |f:1.2|. Procedure details: To a stirred solution of N-({2-[(cyclopentylmethyl)(ethyl)amino]-5-(trifluoromethyl)phenyl}methyl)-5-[2-(methylthio)ethoxy]pyrimidin-2-amine (4.39 g, 9.37 mmol) in tetrahydrofuran (40 mL) under ice cooling was added sodium hydride (50% in oil, 1.80 g, 37.5 mmol), and the mixture was stirred at 50° C. for 1 hour. After cooling to −78° C., to the reaction mixture was added a solution of 1-bromo-1-[3,5-bis(trifluoromethyl)phenyl]ethane (6.02 g, 18.7 mmol) obtained in Step 2 in N,N-dimethylformamide...